This data is from the Open Reaction Database (ORD), a public repository of structured organic reaction records. The task is: describe an organic reaction: reactants, conditions, products, and yield The reactants are CCOC(=O)Cc1cc(OCCN2CCOCC2)ccc1C(=O)O, N, C1COCCO1. The product is NC(=O)Cc1cc(OCCN2CCOCC2)ccc1C(=O)O. RXN SMILES: [CH2:1]([O:3][C:4](=[O:2])[CH2:6][c:7]1[c:8]([C:9](=[O:10])[OH:11])[cH:12][cH:13][c:14]([O:16][CH2:17][CH2:18][N:19]2[CH2:20][CH2:21][O:22][CH2:23][CH2:24]2)[cH:15]1)[CH3:5].[NH3:25].[O:26]1[CH2:27][CH2:28][O:29][CH2:30][CH2:31]1>>[O:3]=[C:4]([CH2:6][c:7]1[c:8]([C:9](=[O:10])[OH:11])[cH:12][cH:13][c:14]([O:16][CH2:17][CH2:18][N:19]2[CH2:20][CH2:21][O:22][CH2:23][CH2:24]2)[cH:15]1)[NH2:25].